From a dataset of the Open Reaction Database (ORD), a public repository of structured organic reaction records. describe an organic reaction: reactants, conditions, products, and yield The reactants are CS(=O)(=O)OC1=C(C(=CC=C1)C1CCN(CC1)CC)F (3-(1-ethylpiperidin-4-yl)-2-fluorophenyl methanesulfonate), ClC(C)OC(=O)Cl (a-chloroethylchloroformat). The solvent is ClCCCl (1,2-dichloroethane). Product: CS(=O)(=O)OC1=C(C(=CC=C1)C1CCNCC1)F (2-FLUORO-3-PIPERIDIN-4-YLPHENYL METHANESULFONATE). Reaction SMILES: [CH3:1][S:2]([O:5][C:6]1[CH:11]=[CH:10][CH:9]=[C:8]([CH:12]2[CH2:17][CH2:16][N:15](CC)[CH2:14][CH2:13]2)[C:7]=1[F:20])(=[O:4])=[O:3].ClC(OC(Cl)=O)C>ClCCCl>[CH3:1][S:2]([O:5][C:6]1[CH:11]=[CH:10][CH:9]=[C:8]([CH:12]2[CH2:13][CH2:14][NH:15][CH2:16][CH2:17]2)[C:7]=1[F:20])(=[O:3])=[O:4]. Procedure: 3-(1-ethylpiperidin-4-yl)-2-fluorophenyl methanesulfonate (0.020 g, 0.033 mmol) was dissolved in dry 1,2-dichloroethane (5 ml) and a-chloroethylchloroformat (0.014 ml, 0.033 mmol) was added. The resulting mixture was refluxed for 1 h, and the solvent was evaporated. MS m/z (rel. intensity, 70 eV) 273 (M+, 2), 195 (11), 194 (bp), 178 (5), 56 (60). Starting materials: O=C(Cl)OCc1ccccc1, Cl, OC1CCNCC1, [Na+], C1COCCO1, [OH-], O. Product: O=C(OCc1ccccc1)N1CCC(O)CC1. As a reaction SMILES: [Cl:1][C:2](=[O:3])[O:4][CH2:5][c:6]1[cH:7][cH:8][cH:9][cH:10][cH:11]1.[ClH:21].[NH:12]1[CH2:13][CH2:14][CH:15]([OH:18])[CH2:16][CH2:17]1.[Na+:20].[O:23]1[CH2:24][CH2:25][O:26][CH2:27][CH2:28]1.[OH-:19].[OH2:22]>>[C:2](=[O:3])([O:4][CH2:5][c:6]1[cH:7][cH:8][cH:9][cH:10][cH:11]1)[N:12]1[CH2:13][CH2:14][CH:15]([OH:18])[CH2:16][CH2:17]1. Starting materials: O (water), OC1=C(N(S(C2=C1C=CC=C2)(=O)=O)C)C(=O)NC=2C(C=CC=CC2)=O (4-hydroxy-2-methyl-N-(1-oxo-2,4,6-cycloheptatrien-2-yl)-2H-1,2-benzothiazine-3-carboxamide 1,1-dioxide), C(C=CC1=CC=CC=C1)(=O)Cl (cinnamoyl chloride), N1=CC=CC=C1 (pyridine). Run in CN(C=O)C (N,N-dimethylformamide). Reaction conditions: time 2.5 hour. The product is O=C1C(=CC=CC=C1)NC(=O)C=1N(S(C2=C(C1OC(C=CC1=CC=CC=C1)=O)C=CC=C2)(=O)=O)C (N-(1-oxo-2,4,6-cycloheptatrien-2-yl)-2-methyl-4-cinnamoyloxy-2H-1,2-benzothiazine-3-carboxamide 1,1-dioxide). The yield is 88.0%. As a reaction SMILES: [OH:1][C:2]1[C:7]2[CH:8]=[CH:9][CH:10]=[CH:11][C:6]=2[S:5](=[O:13])(=[O:12])[N:4]([CH3:14])[C:3]=1[C:15]([NH:17][C:18]1[C:19](=[O:25])[CH:20]=[CH:21][CH:22]=[CH:23][CH:24]=1)=[O:16].[C:26](Cl)(=[O:35])[CH:27]=[CH:28][C:29]1[CH:34]=[CH:33][CH:32]=[CH:31][CH:30]=1.N1C=CC=CC=1.O>CN(C)C=O>[O:25]=[C:19]1[CH:20]=[CH:21][CH:22]=[CH:23][CH:24]=[C:18]1[NH:17][C:15]([C:3]1[N:4]([CH3:14])[S:5](=[O:12])(=[O:13])[C:6]2[CH:11]=[CH:10][CH:9]=[CH:8][C:7]=2[C:2]=1[O:1][C:26](=[O:35])[CH:27]=[CH:28][C:29]1[CH:34]=[CH:33][CH:32]=[CH:31][CH:30]=1)=[O:16]. Reported procedure: To a mixture of 4-hydroxy-2-methyl-N-(1-oxo-2,4,6-cycloheptatrien-2-yl)-2H-1,2-benzothiazine-3-carboxamide 1,1-dioxide (2.0 g) and cinnamoyl chloride (1.3 g) in N,N-dimethylformamide (30 ml) was added pyridine (0.9 ml). The mixture was stirred at room temperature for 2.5 hours. The reaction mixture was poured into cooled water to give crystals, which were collected by filtration and washed with water. The crude crystals were dissolved in chloroform and the solution was washed successively with w... Isolated yield 89.3%. As a reaction SMILES: C[O:2][C:3]([C:5]1[CH:6]=[C:7]([F:36])[CH:8]=[C:9]2[C:14]=1[NH:13][CH:12]([C:15]1[CH:20]=[CH:19][CH:18]=[C:17]([N:21]3[CH2:26][CH2:25][N:24]([C:27]4[CH:32]=[CH:31][CH:30]=[CH:29][C:28]=4[F:33])[CH2:23][CH2:22]3)[CH:16]=1)[CH2:11][C:10]2([CH3:35])[CH3:34])=[O:4].Cl>CO.O1CCCC1.[OH-].[Na+].O>[F:36][C:7]1[CH:8]=[C:9]2[C:14](=[C:5]([C:3]([OH:4])=[O:2])[CH:6]=1)[NH:13][CH:12]([C:15]1[CH:20]=[CH:19][CH:18]=[C:17]([N:21]3[CH2:22][CH2:23][N:24]([C:27]4[CH:32]=[CH:31][CH:30]=[CH:29][C:28]=4[F:33])[CH2:25][CH2:26]3)[CH:16]=1)[CH2:11][C:10]2([CH3:35])[CH3:34] |f:4.5|. The product is FC=1C=C2C(CC(NC2=C(C1)C(=O)O)C1=CC(=CC=C1)N1CCN(CC1)C1=C(C=CC=C1)F)(C)C (6-fluoro-2-{3-[4-(2-fluoro-phenyl)-piperazin-1-yl]-phenyl}-4,4-dimethyl-1,2,3,4-tetrahydro-quinoline-8-carboxylic acid). Procedure: A mixture of afford 6-fluoro-2-{3-[4-(2-fluoro-phenyl)-piperazin-1-yl]-phenyl}-4,4-dimethyl-1,2,3,4-tetrahydro-quinoline-8-carboxylic acid methyl ester (0.30 g, 0.61 mmol) in methanol (3 mL) and tetrahydrofuran (10 mL), 30% sodium hydroxide in water (1 mL). The reaction mixture was stirred at 60° C. for 12 h. The mixture was neutralized with a 3 N aqueous hydrochloric acid solution and extracted with ethyl acetate (2×50 mL), washed with water, dried over anhydrous sodium sulfate and then concent... The solvent is CO (methanol), O1CCCC1 (tetrahydrofuran), [OH-].[Na+] (sodium hydroxide), O (water). Reactants: Cl (hydrochloric acid), COC(=O)C=1C=C(C=C2C(CC(NC12)C1=CC(=CC=C1)N1CCN(CC1)C1=C(C=CC=C1)F)(C)C)F (6-fluoro-2-{3-[4-(2-fluoro-phenyl)-piperazin-1-yl]-phenyl}-4,4-dimethyl-1,2,3,4-tetrahydro-quinoline-8-carboxylic acid methyl ester). Reaction conditions: temperature 60 celsius, time 12 hour.